This data is from the Open Reaction Database (ORD), a public repository of structured organic reaction records. The task is: describe an organic reaction: reactants, conditions, products, and yield Reactants: ClC=1C=C(C=CC1)B(O)O (3-Chlorophenylboronic acid), C([O-])([O-])=O.[K+].[K+] (potassium carbonate), BrC1=C(C=CC(=N1)C(=O)O)C (6-bromo-5-methyl-pyridine-2-carboxylic acid). The reagents and catalysts are C1(=CC=CC=C1)P([C-]1C=CC=C1)C1=CC=CC=C1.[C-]1(C=CC=C1)P(C1=CC=CC=C1)C1=CC=CC=C1.[Fe+2].C(Cl)Cl.[Pd](Cl)Cl (1,1′-bis(diphenyl-phosphino)ferrocene palladium(II)dichloride methylene chloride). Run in O (water). Run at temperature 100 celsius, time 8 hour. The product is ClC=1C=C(C=CC1)C1=C(C=CC(=N1)C(=O)O)C (6-(3-Chloro-phenyl)-5-methyl-pyridine-2-carboxylic acid). Isolated yield 69.4%. RXN SMILES: [Cl:1][C:2]1[CH:3]=[C:4](B(O)O)[CH:5]=[CH:6][CH:7]=1.C(=O)([O-])[O-].[K+].[K+].Br[C:18]1[N:23]=[C:22]([C:24]([OH:26])=[O:25])[CH:21]=[CH:20][C:19]=1[CH3:27]>O.C1(P(C2C=CC=CC=2)[C-]2C=CC=C2)C=CC=CC=1.[C-]1(P(C2C=CC=CC=2)C2C=CC=CC=2)C=CC=C1.[Fe+2].C(Cl)Cl.[Pd](Cl)Cl>[Cl:1][C:2]1[CH:3]=[C:4]([C:18]2[N:23]=[C:22]([C:24]([OH:26])=[O:25])[CH:21]=[CH:20][C:19]=2[CH3:27])[CH:5]=[CH:6][CH:7]=1 |f:1.2.3,6.7.8.9.10|. Procedure details: 3-Chlorophenylboronic acid (CAN 63503-60-6, 0.61 g, 3.9 mmol), 1,1′-bis(diphenyl-phosphino)ferrocene-palladium(II)dichloride methylene chloride complex (CAN 95464-05-4, 53 mg, 0.065 mmol) and potassium carbonate (CAN 584-08-7, 0.54 g, 3.9 mmol) was added to a solution of 6-bromo-5-methyl-pyridine-2-carboxylic acid (0.7 g, 3.2 mmol) in water (30 mL). The mixture was stirred at 100° C. overnight. The reaction mixture was adjusted to pH=3 and the mixture was extracted with ethyl acetate (3×20 mL). ... Starting materials: N#CCBr, O=C([O-])[O-], ClCCl, CC#N, Oc1cc2ccccc2cc1I, [K+], [K+]. Yields the product N#CCOc1cc2ccccc2cc1I. RXN SMILES: [Br:13][CH2:14][C:15]#[N:16].[C:17](=[O:18])([O-:19])[O-:20].[CH2:26]([Cl:27])[Cl:28].[CH3:23][C:24]#[N:25].[I:1][c:2]1[c:3]([OH:12])[cH:4][c:5]2[cH:6][cH:7][cH:8][cH:9][c:10]2[cH:11]1.[K+:21].[K+:22]>>[I:1][c:2]1[c:3]([O:12][CH2:14][C:15]#[N:16])[cH:4][c:5]2[cH:6][cH:7][cH:8][cH:9][c:10]2[cH:11]1. The reactants are C(C(C)C)NC1=C(C=NC2=CC=CC=C12)[N+](=O)[O-] (4-isobutylamino-3-nitroquinoline). The reagents and catalysts are [Pt] (platinum on charcoal). Run in C(C)O (ethanol). Product: NC=1C=NC2=CC=CC=C2C1NCC(C)C (3-amino-4-(isobutylamino)quinoline). RXN SMILES: [CH2:1]([NH:5][C:6]1[C:15]2[C:10](=[CH:11][CH:12]=[CH:13][CH:14]=2)[N:9]=[CH:8][C:7]=1[N+:16]([O-])=O)[CH:2]([CH3:4])[CH3:3]>C(O)C.[Pt]>[NH2:16][C:7]1[CH:8]=[N:9][C:10]2[C:15]([C:6]=1[NH:5][CH2:1][CH:2]([CH3:4])[CH3:3])=[CH:14][CH:13]=[CH:12][CH:11]=2. Reported procedure: To a solution of 15.0 g (0.0612 mole) of 4-isobutylamino-3-nitroquinoline (from Example 1) in ethanol was added about 0.5 g of 5% platinum on charcoal, and the mixture was hydrogenated on a Parr apparatus at about 20° C. The mixture was filtered to provide a solution of 3-amino-4-(isobutylamino)quinoline.